From a dataset of the Open Reaction Database (ORD), a public repository of structured organic reaction records. describe an organic reaction: reactants, conditions, products, and yield Starting materials: CNC([C@@H](NC([C@@H](N)CC(C)C)=O)CC1=CC=CC=C1)=O (L-leucyl-L-phenylalanine N-methylamide), C(C=C)(=O)OC (methyl acrylate). Solvent: C(C)O (ethanol). Run at temperature 70 celsius. Product: CNC([C@@H](NC([C@@H](NCCC(=O)OC)CC(C)C)=O)CC1=CC=CC=C1)=O (N-(Methoxycarbonyl)ethyl-L-leucyl-L-phenylalanine N-methylamide). Reaction SMILES: [CH3:1][NH:2][C:3](=[O:21])[C@H:4]([CH2:14][C:15]1[CH:20]=[CH:19][CH:18]=[CH:17][CH:16]=1)[NH:5][C:6](=[O:13])[C@H:7]([CH2:9][CH:10]([CH3:12])[CH3:11])[NH2:8].[C:22]([O:26][CH3:27])(=[O:25])[CH:23]=[CH2:24]>C(O)C>[CH3:1][NH:2][C:3](=[O:21])[C@H:4]([CH2:14][C:15]1[CH:16]=[CH:17][CH:18]=[CH:19][CH:20]=1)[NH:5][C:6](=[O:13])[C@H:7]([CH2:9][CH:10]([CH3:12])[CH3:11])[NH:8][CH2:24][CH2:23][C:22]([O:26][CH3:27])=[O:25]. Procedure: A solution of L-leucyl-L-phenylalanine N-methylamide (1.09 g) in ethanol (20 ml) was treated with methyl acrylate (0.33 ml). The resulting colourless solution was heated to 70° C. over 7.5 h. The crude product was purified by flash silica chromatography, eluting with ethyl acetate/methanol (9:1) to provide the title compound was isolated as a white solid (0.482 g). The reactants are N1CCC(CC1)C1=C2CC(NC2=CC=C1)=O (4-piperidin-4-yl-1,3-dihydroindol-2-one), N1C(=CC2=CC=CC=C12)C=O (1H-indole-2-carbaldehyde). The product is N1C(=CC2=CC=CC=C12)C=C1C(NC2=CC=CC(=C12)C1CCNCC1)=O (3-(1H-Indol-2-ylmethylene)-4-piperidin-4-yl-1,3-dihydroindol-2-one). RXN SMILES: [NH:1]1[CH2:6][CH2:5][CH:4]([C:7]2[CH:15]=[CH:14][CH:13]=[C:12]3[C:8]=2[CH2:9][C:10](=[O:16])[NH:11]3)[CH2:3][CH2:2]1.[NH:17]1[C:25]2[C:20](=[CH:21][CH:22]=[CH:23][CH:24]=2)[CH:19]=[C:18]1[CH:26]=O>>[NH:17]1[C:25]2[C:20](=[CH:21][CH:22]=[CH:23][CH:24]=2)[CH:19]=[C:18]1[CH:26]=[C:9]1[C:8]2[C:12](=[CH:13][CH:14]=[CH:15][C:7]=2[CH:4]2[CH2:3][CH2:2][NH:1][CH2:6][CH2:5]2)[NH:11][C:10]1=[O:16]. Reported procedure: A mixture of 4-piperidin-4-yl-1,3-dihydroindol-2-one (45 mg, 0.2 mmol) was condensed with 1H-indole-2-carbaldehyde (32 mg, 0.23 mmol) to give the title compound. Starting materials: BrB(Br)Br, O=C([O-])O, ClCCl, COc1ccccc1C(=O)c1ccc(Nc2ccccc2[N+](=O)[O-])cc1, [Na+]. Product: O=C(c1ccc(Nc2ccccc2[N+](=O)[O-])cc1)c1ccccc1O. RXN SMILES: [B:27]([Br:28])([Br:29])[Br:30].[C:31](=[O:32])([OH:33])[O-:34].[CH2:36]([Cl:37])[Cl:38].[CH3:1][O:2][c:3]1[c:4]([C:5](=[O:6])[c:7]2[cH:8][cH:9][c:10]([NH:13][c:14]3[c:15]([N+:20](=[O:21])[O-:22])[cH:16][cH:17][cH:18][cH:19]3)[cH:11][cH:12]2)[cH:23][cH:24][cH:25][cH:26]1.[Na+:35]>>[OH:2][c:3]1[c:4]([C:5](=[O:6])[c:7]2[cH:8][cH:9][c:10]([NH:13][c:14]3[c:15]([N+:20](=[O:21])[O-:22])[cH:16][cH:17][cH:18][cH:19]3)[cH:11][cH:12]2)[cH:23][cH:24][cH:25][cH:26]1. The reactants are CC#N, CO, ClC(Cl)Cl, CCOC(=O)COc1ccc(CCCS(=O)(=O)c2ccc(Cl)cc2)cc1NC(=O)c1cccc(C=Cc2nc(-c3ccccc3)cs2)c1, [Na+], C1CCOC1, [OH-]. The product is O=C(O)COc1ccc(CCCS(=O)(=O)c2ccc(Cl)cc2)cc1NC(=O)c1cccc(C=Cc2nc(-c3ccccc3)cs2)c1. RXN SMILES: [C:49](#[N:50])[CH3:51].[CH3:61][OH:62].[CH:52]([Cl:53])([Cl:54])[Cl:55].[Cl:1][c:2]1[cH:3][cH:4][c:5]([S:8](=[O:9])(=[O:10])[CH2:11][CH2:12][CH2:13][c:14]2[cH:15][c:16]([NH:27][C:28]([c:29]3[cH:30][c:31]([CH:35]=[CH:36][c:37]4[s:38][cH:39][c:40](-[c:42]5[cH:43][cH:44][cH:45][cH:46][cH:47]5)[n:41]4)[cH:32][cH:33][cH:34]3)=[O:48])[c:17]([O:18][CH2:19][C:20](=[O:21])[O:22][CH2:23][CH3:24])[cH:25][cH:26]2)[cH:6][cH:7]1.[Na+:64].[O:56]1[CH2:57][CH2:58][CH2:59][CH2:60]1.[OH-:63]>>[Cl:1][c:2]1[cH:3][cH:4][c:5]([S:8](=[O:9])(=[O:10])[CH2:11][CH2:12][CH2:13][c:14]2[cH:15][c:16]([NH:27][C:28]([c:29]3[cH:30][c:31]([CH:35]=[CH:36][c:37]4[s:38][cH:39][c:40](-[c:42]5[cH:43][cH:44][cH:45][cH:46][cH:47]5)[n:41]4)[cH:32][cH:33][cH:34]3)=[O:48])[c:17]([O:18][CH2:19][C:20](=[O:21])[OH:22])[cH:25][cH:26]2)[cH:6][cH:7]1. The reactants are NCCN1CCN(CC1)CC=CC1=CC=CC=C1 (4-(2-aminoethyl)-1-cinnamylpiperazine), C1CCC2=NCCCN2CC1 (1,8-diazabicyclo[5,4,0]-7-undecene), CN(C=O)C (N,N-dimethylformamide), FC=1C=C2C(=CC1)O[C@@H](C[C@]21NC(NC1=O)=O)C(=O)Cl ((2S,4S)-6-fluoro-2',5'-dioxospiro[chroman-4,4'-imidazolidine]-2-carbonyl chloride), CN(C=O)C (N,N-dimethylformamide). Reaction conditions: temperature 25 celsius, time 15 hour. The product is C(C=CC1=CC=CC=C1)N1CCN(CC1)CCNC(=O)[C@H]1OC2=CC=C(C=C2[C@@]2(NC(NC2=O)=O)C1)F ((2S,4S)-N-[2-(4-Cinnamylpiperazin-1-yl)ethyl]-6-fluoro-2',5'-dioxospiro[chroman-4,4'-imidazolidine]-2-carboxamide). Isolated yield 92.9%. RXN SMILES: [NH2:1][CH2:2][CH2:3][N:4]1[CH2:9][CH2:8][N:7]([CH2:10][CH:11]=[CH:12][C:13]2[CH:18]=[CH:17][CH:16]=[CH:15][CH:14]=2)[CH2:6][CH2:5]1.C1CCN2C(=NCCC2)CC1.CN(C)C=O.[F:35][C:36]1[CH:37]=[C:38]2[C@:45]3([C:49](=[O:50])[NH:48][C:47](=[O:51])[NH:46]3)[CH2:44][C@@H:43]([C:52](Cl)=[O:53])[O:42][C:39]2=[CH:40][CH:41]=1>>[CH2:10]([N:7]1[CH2:8][CH2:9][N:4]([CH2:3][CH2:2][NH:1][C:52]([C@@H:43]2[CH2:44][C@@:45]3([C:49](=[O:50])[NH:48][C:47](=[O:51])[NH:46]3)[C:38]3[C:39](=[CH:40][CH:41]=[C:36]([F:35])[CH:37]=3)[O:42]2)=[O:53])[CH2:5][CH2:6]1)[CH:11]=[CH:12][C:13]1[CH:18]=[CH:17][CH:16]=[CH:15][CH:14]=1. Procedure details: To a chilled mixture (less than -5° C.) of 4-(2-aminoethyl)-1-cinnamylpiperazine (10.0 g, 40.8 mmol), 1,8-diazabicyclo[5,4,0]-7-undecene (6.20 g, 40.8 mmol) and N,N-dimethylformamide (55.0 ml, 710 mmol) was added over 30 minutes a solution of (2S,4S)-6-fluoro-2',5'-dioxospiro[chroman-4,4'-imidazolidine]-2-carbonyl chloride (Reference Example 1, 11.1 g, 37.1 mmol) in N,N-dimethylformamide (100.1 ml, 1.29 mol). After stirring the mixture for 15 hours at 25° C., the solvent was evaporated. The resi... Reactants: Cc1cc(-c2cccs2)[nH]n1, ClC(Cl)Cl, O=C1CCC(=O)N1Cl. Product: Cc1n[nH]c(-c2cccs2)c1Cl. RXN SMILES: [CH3:1][c:2]1[n:3][nH:4][c:5](-[c:7]2[s:8][cH:9][cH:10][cH:11]2)[cH:6]1.[CH:20]([Cl:21])([Cl:22])[Cl:23].[Cl:12][N:13]1[C:14](=[O:15])[CH2:16][CH2:17][C:18]1=[O:19]>>[CH3:1][c:2]1[n:3][nH:4][c:5](-[c:7]2[s:8][cH:9][cH:10][cH:11]2)[c:6]1[Cl:12]. The reactants are CCOC(=O)C(Cc1ccc(-c2ccno2)cc1)N=C(c1ccccc1)c1ccccc1, CC#N, O, O, Cc1ccc(S(=O)(=O)O)cc1. Yields the product CCOC(=O)C(N)Cc1ccc(-c2ccno2)cc1. As a reaction SMILES: [CH2:1]([CH3:2])[O:3][C:4]([CH:5]([N:6]=[C:7]([c:8]1[cH:9][cH:10][cH:11][cH:12][cH:13]1)[c:14]1[cH:15][cH:16][cH:17][cH:18][cH:19]1)[CH2:20][c:21]1[cH:22][cH:23][c:24](-[c:27]2[cH:28][cH:29][n:30][o:31]2)[cH:25][cH:26]1)=[O:32].[CH3:45][C:46]#[N:47].[OH2:33].[OH2:48].[c:34]1([CH3:35])[cH:36][cH:37][c:38]([S:39]([OH:40])(=[O:41])=[O:42])[cH:43][cH:44]1>>[CH2:1]([CH3:2])[O:3][C:4]([CH:5]([NH2:6])[CH2:20][c:21]1[cH:22][cH:23][c:24](-[c:27]2[cH:28][cH:29][n:30][o:31]2)[cH:25][cH:26]1)=[O:32].